Dataset: the Open Reaction Database (ORD), a public repository of structured organic reaction records. Task: describe an organic reaction: reactants, conditions, products, and yield Reactants: OC(CN1N=C2CCCC3=C2C1=C(C=C3)O)C (2-(2-Hydroxypropyl)-2,6,7,8-tetrahydro-benzo[cd]indazol-3-ol). The solvent is C(C)O (ethanol). Product: C(C1=CC=CC=C1)OC1=CC=C2C=3C(=NN(C13)CC(C)O)CCC2 (1-(8-Benzyloxy-4,5-dihydro-3H-benzo[cd]indazol-1-yl)-propan-2-ol). Yield: 109.8%. Reaction SMILES: [OH:1][CH:2]([CH3:17])[CH2:3][N:4]1[C:12]2=[C:13]([OH:16])[CH:14]=[CH:15][C:10]3=[C:11]2[C:6]([CH2:7][CH2:8][CH2:9]3)=[N:5]1>C(O)C>[CH2:15]([O:16][C:13]1[C:12]2[N:4]([CH2:3][CH:2]([OH:1])[CH3:17])[N:5]=[C:6]3[CH2:7][CH2:8][CH2:9][C:10]([C:11]=23)=[CH:15][CH:14]=1)[C:10]1[CH:11]=[CH:6][CH:7]=[CH:8][CH:9]=1. Procedure: A solution of the product from Step D (0.59 g, 2.6 mmol) in ethanol (20 mL) was treated as described in Step F of Example 1 to provide a solid (0.46 g, 54%): m.p 95-97° C.; MS (ES) m/z 323 (M+); 1H NMR (CDCl3) δ 7.34 (5H, m), 7.14 (1H, s), 5.08 (2H, s), 4.31 (2H, m), 4.13 (2H, m), 3.02 (5H, m), 2.19 (3H, m), 1.27(3H, t, J=6.0 Hz). Reactants: NC1=NC(=C2N=CN(C2=N1)[C@H]1C[C@@H]([C@H](O1)CO)N=[N+]=[N-])NCC1CC1 (2-Amino-9-(3-azido-2,3-dideoxy-β-D-erythropentofuranosyl)-6-cyclopropylmethylamino-9H-purine). Solvent: C(C)(=O)OCC (ethyl acetate). Product: NC1=NC(=C2N=CN(C2=N1)[C@H]1C[C@@H]([C@H](O1)CO)N=[N+]=[N-])N1CCCC1 (2-Amino-9-(3-azido-2,3-dideoxy-β-D-erythro-pentofuranosyl)-6-pyrrolidinyl-9H-purine). Yield: 52.0%. RXN SMILES: [NH2:1][C:2]1[N:10]=[C:9]2[C:5]([N:6]=[CH:7][N:8]2[C@@H:11]2[O:15][C@H:14]([CH2:16][OH:17])[C@@H:13]([N:18]=[N+:19]=[N-:20])[CH2:12]2)=[C:4]([NH:21][CH2:22][CH:23]2[CH2:25][CH2:24]2)[N:3]=1>C(OCC)(=O)C>[NH2:1][C:2]1[N:10]=[C:9]2[C:5]([N:6]=[CH:7][N:8]2[C@@H:11]2[O:15][C@H:14]([CH2:16][OH:17])[C@@H:13]([N:18]=[N+:19]=[N-:20])[CH2:12]2)=[C:4]([N:21]2[CH2:22][CH2:23][CH2:25][CH2:24]2)[N:3]=1. Procedure details: The title compound was prepared in a manner analogous to the preparation of 2-Amino-9-(3-azido-2,3-dideoxy-β-D-erythropentofuranosyl)-6-cyclopropylmethylamino-9H-purine (Example 15b). The reaction was worked up in an analogous manner except the combined ethyl acetate fractions were back washed with 150 mL of 1M potassium carbonate two times prior to chromatography. The product was isolated in 52% yield, 0.360 g, mp=180°-183°C.